From a dataset of the Open Reaction Database (ORD), a public repository of structured organic reaction records. describe an organic reaction: reactants, conditions, products, and yield Reactants: [H-].[Na+] (sodium hydride), C1(=CC=CC=C1)C1(N=NC(=C1)C1=CC=CC=C1)C1=CC=CC=C1 (3,3,5-triphenyl-3H-pyrazole), BrCCCCCCCCCC=C (11-bromoundecene). Solvent: CN(C)C=O (DMF). Run at temperature 110 celsius, time 50 minute. Product: C1(=CC=CC=C1)C1=NNC(=C1C1=CC=CC=C1)C1=CC=CC=C1.C=CCCCCCCCCC (3,4,5-triphenyl-lH-pyrazole 1-undecene). Yield: 181.1%. RXN SMILES: [H-].[Na+].[C:3]1([C:9]2(C3C=CC=CC=3)[CH:13]=[C:12]([C:14]3[CH:19]=[CH:18][CH:17]=[CH:16][CH:15]=3)[N:11]=[N:10]2)[CH:8]=[CH:7][CH:6]=[CH:5][CH:4]=1.Br[CH2:27][CH2:28][CH2:29][CH2:30][CH2:31][CH2:32][CH2:33][CH2:34][CH2:35][CH:36]=[CH2:37]>CN(C=O)C>[C:3]1([C:9]2[C:13]([C:32]3[CH:33]=[CH:34][CH:35]=[CH:36][CH:37]=3)=[C:12]([C:14]3[CH:19]=[CH:18][CH:17]=[CH:16][CH:15]=3)[NH:11][N:10]=2)[CH:4]=[CH:5][CH:6]=[CH:7][CH:8]=1.[CH2:27]=[CH:28][CH2:29][CH2:30][CH2:31][CH2:32][CH2:33][CH2:34][CH2:35][CH2:36][CH3:37] |f:0.1,5.6|. Procedure details: A mixture of sodium hydride (50% dispersion, 0.2 g, 4 mmol, prewashed with hexane) and 3,3,5-triphenyl-3H-pyrazole (1.00 g, 3.4 mmol) in DMF (15 mL) was heated to 110° C. under an atmosphere of nitrogen. After 50 minutes, the solution was cooled to room temperature and 11-bromoundecene (0.81 g, 3.7 mmol) added. The mixture was stirred at room temperature overnight, poured onto water and extracted with diethyl ether. The combined extracts were washed with water (3 x), and saturated sodium chlorid... The reactants are ClC=1C=C2C(OC(C2=CC1NN)(F)F)(F)F (5-chloro-1,1,3,3-tetrafluoro-1,3-dihydroisobenzofuran-6-yl-hydrazine), C([O-])([O-])=O.[Na+].[Na+] (sodium carbonate), ClC(C#N)=C (2-chloroacrylonitrile), S(O)(O)(=O)=O (sulfuric acid). Reagents/catalysts: C(CN(CC(=O)[O-])CC(=O)[O-])N(CC(=O)O)CC(=O)O.[Na+].[Na+] (disodium ethylenediaminetetraacetate). Solvent: CO (methanol). Conditions: time 4 hour. The product is NC1=CC=NN1C=1C=C2C(OC(C2=CC1Cl)(F)F)(F)F (5-amino-1-(6-chloro-1,1,3,3-tetrafluoro-1,3-dihydroisobenzofuran-5-yl)-pyrazole). Yield: 37.2%. As a reaction SMILES: [Cl:1][C:2]1[CH:3]=[C:4]2[C:8](=[CH:9][C:10]=1[NH:11][NH2:12])[C:7]([F:14])([F:13])[O:6][C:5]2([F:16])[F:15].Cl[C:18](=[CH2:21])[C:19]#[N:20].S(=O)(=O)(O)O.C(=O)([O-])[O-].[Na+].[Na+]>CO.C(N(CC(O)=O)CC(O)=O)CN(CC([O-])=O)CC([O-])=O.[Na+].[Na+]>[NH2:20][C:19]1[N:11]([C:10]2[CH:9]=[C:8]3[C:4](=[CH:3][C:2]=2[Cl:1])[C:5]([F:16])([F:15])[O:6][C:7]3([F:14])[F:13])[N:12]=[CH:21][CH:18]=1 |f:3.4.5,7.8.9|. Reported procedure: To a solution wherein 5-chloro-1,1,3,3-tetrafluoro-1,3-dihydroisobenzofuran-6-yl-hydrazine (900 mg, 3.5 mmol) and disodium ethylenediaminetetraacetate (1 mg) are in methanol (6 ml), 2-chloroacrylonitrile (919 mg, 10.5 mmol) was added dropwise at 60° C., and under reflux for 8 hours, subsequently concentrated sulfuric acid (0.5 ml, 9.4 mmol) was added to the solution and was further heated under reflux for 6 hours. After the reaction solution was allowed to cool, anhydrous sodium carbonate (1.17 ... Starting materials: C([O-])([O-])=O.[Na+].[Na+] (sodium carbonate), [Cl-].[NH4+] (ammonium chloride), BrC1=CC2=C(N=C(S2)NC(=O)N2CCC(CC2)=CC2=NC=CC=C2)C=C1 (N-(6-bromobenzo[d]thiazol-2-yl)-4-(pyridin-2-ylmethylene)-piperidine-1-carboxamide), N1=CN=CC(=C1)B(O)O (pyrimidine-5-boronic acid). The reagents and catalysts are C=1C=CC(=CC1)[P](C=2C=CC=CC2)(C=3C=CC=CC3)[Pd]([P](C=4C=CC=CC4)(C=5C=CC=CC5)C=6C=CC=CC6)([P](C=7C=CC=CC7)(C=8C=CC=CC8)C=9C=CC=CC9)[P](C=1C=CC=CC1)(C=1C=CC=CC1)C=1C=CC=CC1 (tetrakis(triphenylphosphine)palladium(0)). Solvent: CN(C)C=O (DMF). The product is N1=CN=CC(=C1)C1=CC2=C(N=C(S2)NC(=O)N2CCC(CC2)=CC2=NC=CC=C2)C=C1 (N-(6-(pyrimidin-5-yl)-benzo[d]thiazol-2-yl)-4-(pyridin-2-ylmethylene)-piperidine-1-carboxamide). The yield is 40.1%. RXN SMILES: Br[C:2]1[CH:26]=[CH:25][C:5]2[N:6]=[C:7]([NH:9][C:10]([N:12]3[CH2:17][CH2:16][C:15](=[CH:18][C:19]4[CH:24]=[CH:23][CH:22]=[CH:21][N:20]=4)[CH2:14][CH2:13]3)=[O:11])[S:8][C:4]=2[CH:3]=1.[N:27]1[CH:32]=[C:31](B(O)O)[CH:30]=[N:29][CH:28]=1.C(=O)([O-])[O-].[Na+].[Na+].[Cl-].[NH4+]>CN(C=O)C.C1C=CC([P]([Pd]([P](C2C=CC=CC=2)(C2C=CC=CC=2)C2C=CC=CC=2)([P](C2C=CC=CC=2)(C2C=CC=CC=2)C2C=CC=CC=2)[P](C2C=CC=CC=2)(C2C=CC=CC=2)C2C=CC=CC=2)(C2C=CC=CC=2)C2C=CC=CC=2)=CC=1>[N:27]1[CH:32]=[C:31]([C:2]2[CH:26]=[CH:25][C:5]3[N:6]=[C:7]([NH:9][C:10]([N:12]4[CH2:17][CH2:16][C:15](=[CH:18][C:19]5[CH:24]=[CH:23][CH:22]=[CH:21][N:20]=5)[CH2:14][CH2:13]4)=[O:11])[S:8][C:4]=3[CH:3]=2)[CH:30]=[N:29][CH:28]=1 |f:2.3.4,5.6,^1:52,54,73,92|. Reported procedure: The compound (400 mg, 932 μmol) obtained in Example 1 and pyrimidine-5-boronic acid (289 mg, 2.33 mmol) were dissolved in DMF (10 mL), and a 2N sodium carbonate aqueous solution (1.62 mL, 3.26 mmol) and tetrakis(triphenylphosphine)palladium(0) (107 mg, 93.2 μmol) were added thereto. The resulting mixture was subjected to reaction at 120° C. for 40 minutes in a microwave reactor. A saturated ammonium chloride aqueous solution was added to the resulting mixture to stop the reaction, and after extr... Starting materials: C(C1=CC=CC=C1)NC1=C(C=NC=2N1N=CC2Br)C(=O)O (7-Benzylamino-3-bromopyrazolo[1,5-a]pyrimidine-6-carboxylic acid), FC1=CC=C(C=C1)N1CCNCC1 (1-(4-fluorophenyl)piperazine). Yields the product C(C1=CC=CC=C1)NC1=C(C=NC=2N1N=CC2Br)C(=O)N2CCN(CC2)C2=CC=C(C=C2)F (7-Benzylamino-3-bromo-6-[4-(4-fluorophenyl)piperazine-1-carbonyl]pyrazolo[1,5-a]pyrimidine). The yield is 62.0%. RXN SMILES: [CH2:1]([NH:8][C:9]1[N:14]2[N:15]=[CH:16][C:17]([Br:18])=[C:13]2[N:12]=[CH:11][C:10]=1[C:19]([OH:21])=O)[C:2]1[CH:7]=[CH:6][CH:5]=[CH:4][CH:3]=1.[F:22][C:23]1[CH:28]=[CH:27][C:26]([N:29]2[CH2:34][CH2:33][NH:32][CH2:31][CH2:30]2)=[CH:25][CH:24]=1>>[CH2:1]([NH:8][C:9]1[N:14]2[N:15]=[CH:16][C:17]([Br:18])=[C:13]2[N:12]=[CH:11][C:10]=1[C:19]([N:32]1[CH2:31][CH2:30][N:29]([C:26]2[CH:25]=[CH:24][C:23]([F:22])=[CH:28][CH:27]=2)[CH2:34][CH2:33]1)=[O:21])[C:2]1[CH:3]=[CH:4][CH:5]=[CH:6][CH:7]=1. Procedure details: In the same manner as in Example 21, step 5 and using 7-benzylamino-3-bromopyrazolo[1,5-a]pyrimidine-6-carboxylic acid obtained in Example 22, step 3 instead of 7-benzylamino-3-ethoxycarbonylpyrazolo[1,5-a]pyrimidine-6-carboxylic acid and 1-(4-fluorophenyl)piperazine (0.06 g, 0.35 mmol), the title compound (0.11 g, 62%) was obtained. Reactants: C[O-].[Na+] (sodium methoxide), C(=O)C1=NC=C(C(=O)OC)C=C1 (methyl 6-formylnicotinate), S(=O)(=O)(C1=CC=C(C)C=C1)C[N+]#[C-] (Tosylmethyl isocyanide). Solvent: CO (methanol), CO (methanol). The product is O1C=NC=C1C1=NC=C(C(=O)O)C=C1 (6-(oxazol-5-yl)nicotinic acid). Reaction SMILES: [CH:1]([C:3]1[CH:12]=[CH:11][C:6]([C:7]([O:9]C)=[O:8])=[CH:5][N:4]=1)=[O:2].C[O-].[Na+].S([CH2:26][N+:27]#[C-:28])(C1C=CC(C)=CC=1)(=O)=O>CO>[O:2]1[C:1]([C:3]2[CH:12]=[CH:11][C:6]([C:7]([OH:9])=[O:8])=[CH:5][N:4]=2)=[CH:28][N:27]=[CH:26]1 |f:1.2|. Reported procedure: To a suspension of methyl 6-formylnicotinate (60 mg, 0.363 mmol) in methanol (3 mL) was added sodium methoxide in methanol (0.5M, 2.91 mL, 1.45 mmol). Tosylmethyl isocyanide (85 mg, 0.436 mmol) was added to the reaction and the mixture was heated at reflux overnight. After cooling, the reaction mixture was concentrated. The residue was treated with 5% citric acid/50% brine (1:1) and extracted with ethyl acetate. The suspension was filtered, washed with water, and dried under vacuum to provide th...